Dataset: the Open Reaction Database (ORD), a public repository of structured organic reaction records. Task: describe an organic reaction: reactants, conditions, products, and yield RXN SMILES: [C:1]([CH2:4][CH2:5][N:6]1[C:15](=[O:16])[N:9]2[N:10]=[C:11](Cl)[CH:12]=[CH:13][C:8]2=[N:7]1)([OH:3])=[O:2].O.O.[SH-:19].[Na+].Cl.[OH-].[Na+]>O>[C:1]([CH2:4][CH2:5][N:6]1[C:15](=[O:16])[N:9]2[N:10]=[C:11]([SH:19])[CH:12]=[CH:13][C:8]2=[N:7]1)([OH:3])=[O:2] |f:1.2.3.4,6.7|. Procedure details: A mixture of 2-(2-carboxyethyl)-6-chloro-2,3-dihydro-s-triazolo[4,3-b]pyridazin-3-on (567 mg., 2.34 m.moles) and 70% sodium hydrosulfide dihydrate (924 mg., 7.02 m.mole) in water (10 ml.) was stirred at room temperature for two hours. The reaction mixture was adjusted successively to pH 1 with c. HCl, to pH 10 with NaOH and then to pH 1 with c. HCl. The resulting precipitate of 2-(carboxyethyl)-2,3-dihydro-6-mercapto-s-triazolo[4,3-b]pyridazin-3-on was collected by filtration and washed with wat... Product: C(=O)(O)CCN1N=C2N(N=C(C=C2)S)C1=O (2-(2-Carboxyethyl)-2,3-dihydro-6-mercapto-s-triazolo[4,3-b]pyridazin-3-on). Reaction conditions: time 2 hour. The reactants are [OH-].[Na+] (NaOH), Cl (HCl), C(=O)(O)CCN1N=C2N(N=C(C=C2)Cl)C1=O (2-(2-carboxyethyl)-6-chloro-2,3-dihydro-s-triazolo[4,3-b]pyridazin-3-on), O.O.[SH-].[Na+] (sodium hydrosulfide dihydrate), Cl (HCl). Solvent: O (water). Reactants: COC(C#CCOC12CC3CC(CC(C1)C3)C2)=O (4-(Adamantan-1-yloxy)-but-2-ynoic acid methyl ester), C1(CCCCCC1)N=[N+]=[N-] (cycloheptyl azide), C1(CCCCCC1)Br (cycloheptyl bromide), [N-]=[N+]=[N-].[Na+] (sodium azide). The solvent is C1(=CC=CC=C1)C (toluene). Yields the product COC(=O)C=1N(N=NC1COC12CC3CC(CC(C1)C3)C2)C2CCCCCC2 (5-(adamantan-1-yloxymethyl)-3-cycloheptyl-3H-[1,2,3]triazole-4-carboxylic acid methyl ester). Yield: 36.0%. Reaction SMILES: [CH3:1][O:2][C:3](=[O:18])[C:4]#[C:5][CH2:6][O:7][C:8]12[CH2:17][CH:12]3[CH2:13][CH:14]([CH2:16][CH:10]([CH2:11]3)[CH2:9]1)[CH2:15]2.[CH:19]1([N:26]=[N+:27]=[N-:28])[CH2:25][CH2:24][CH2:23][CH2:22][CH2:21][CH2:20]1.C1(Br)CCCCCC1.[N-]=[N+]=[N-].[Na+]>C1(C)C=CC=CC=1>[CH3:1][O:2][C:3]([C:4]1[N:26]([CH:19]2[CH2:25][CH2:24][CH2:23][CH2:22][CH2:21][CH2:20]2)[N:27]=[N:28][C:5]=1[CH2:6][O:7][C:8]12[CH2:17][CH:12]3[CH2:11][CH:10]([CH2:16][CH:14]([CH2:13]3)[CH2:15]1)[CH2:9]2)=[O:18] |f:3.4|. Procedure: A solution of the product from step b (2.74 g, 11.1 mmol) and cycloheptyl azide (prepared by the reaction of cycloheptyl bromide and sodium azide) (1.54 g, 11.1 mmol) in toluene (14 ml) was heated under reflux for 42 hours. The solvent was removed invacuo and the residue purified by flash column chromatography (hexane:EtOAc 3:1) to yield 5-(adamantan-1-yloxymethyl)-3-cycloheptyl-3H-[1,2,3]triazole-4-carboxylic acid methyl ester (1.53 g, 36%). 1H NMR (CDCl3) 5.27-5.21 (1H, m), 4.73 (2H, s), 3.94 ... The reactants are NC1=CC(NC(N1CC(C)(C)C)=O)=O (6-Amino-1-neopentyluracil), COS(=O)(=O)OC (dimethylsulfate). The solvent is [OH-].[Na+] (NaOH). The product is NC1=CC(N(C(N1CC(C)(C)C)=O)C)=O (6-Amino-3-methyl-1-neopentyluracil). Isolated yield 90.9%. Reaction SMILES: [NH2:1][C:2]1[N:7]([CH2:8][C:9]([CH3:12])([CH3:11])[CH3:10])[C:6](=[O:13])[NH:5][C:4](=[O:14])[CH:3]=1.[CH3:15]OS(OC)(=O)=O>[OH-].[Na+]>[NH2:1][C:2]1[N:7]([CH2:8][C:9]([CH3:11])([CH3:10])[CH3:12])[C:6](=[O:13])[N:5]([CH3:15])[C:4](=[O:14])[CH:3]=1 |f:2.3|. Reported procedure: 6-Amino-1-neopentyluracil (90c) (5.9 g, 0.03 mol) were dissolved in 1 N NaOH (50 ml) and then under vigorous stirring dimethylsulfate (3.9 ml, 0.033 mol) dropwise added at room temp. A precipitate separated and was collected after 2 hours. After washing with water and drying in a vacuum desiccator resulted 5.76 g (91%) of colorless crystals. Reactants: [OH-].[Na+] (NaOH), C(C)OC(C(CCCC)(OC1=CC=CC=C1)CC1=CC=C(C=C1)O)=O (2-(4-hydroxybenzyl)-2-phenoxyhexanoic acid ethyl ester), CC1=C(N=C(O1)C1=CC(=CC=C1)C=1SC=CC1)CCOS(=O)(=O)C1=CC=C(C=C1)C (toluene-4-sulfonic acid 2-[5-methyl-2-(3-thiophen-2-ylphenyl)oxazol-4-yl]ethyl ester), C(=O)([O-])[O-].[K+].[K+] (K2CO3). The solvent is C(C)O (ethanol), C(C)O (ethanol). The product is CC1=C(N=C(O1)C1=CC(=CC=C1)C=1SC=CC1)CCOC1=CC=C(CC(C(=O)O)(CCCC)OC2=CC=CC=C2)C=C1 (2-(4-{2-[5-methyl-2-(3-thiophen-2-yl-phenyl)-oxazol-4-yl]-ethoxy}-benzyl)-2-phenoxy-hexanoic acid). As a reaction SMILES: C([O:3][C:4](=[O:25])[C:5]([CH2:17][C:18]1[CH:23]=[CH:22][C:21](O)=[CH:20][CH:19]=1)([O:10][C:11]1[CH:16]=[CH:15][CH:14]=[CH:13][CH:12]=1)[CH2:6][CH2:7][CH2:8][CH3:9])C.[CH3:26][C:27]1[O:31][C:30]([C:32]2[CH:37]=[CH:36][CH:35]=[C:34]([C:38]3[S:39][CH:40]=[CH:41][CH:42]=3)[CH:33]=2)=[N:29][C:28]=1[CH2:43][CH2:44][O:45]S(C1C=CC(C)=CC=1)(=O)=O.C([O-])([O-])=O.[K+].[K+].[OH-].[Na+]>C(O)C>[CH3:26][C:27]1[O:31][C:30]([C:32]2[CH:37]=[CH:36][CH:35]=[C:34]([C:38]3[S:39][CH:40]=[CH:41][CH:42]=3)[CH:33]=2)=[N:29][C:28]=1[CH2:43][CH2:44][O:45][C:21]1[CH:22]=[CH:23][C:18]([CH2:17][C:5]([O:10][C:11]2[CH:16]=[CH:15][CH:14]=[CH:13][CH:12]=2)([CH2:6][CH2:7][CH2:8][CH3:9])[C:4]([OH:25])=[O:3])=[CH:19][CH:20]=1 |f:2.3.4,5.6|. Reported procedure: A mixture of 2-(4-hydroxybenzyl)-2-phenoxyhexanoic acid ethyl ester (0.030 mmol) (see Ex 61, Part C), toluene-4-sulfonic acid 2-[5-methyl-2-(3-thiophen-2-ylphenyl)oxazol-4-yl]ethyl ester (0.030 mmol) (see Ex. 5, Part B) and 325 mesh K2CO3 (0.084 g, 0.60 mmol) in ethanol (2 mL) was heated to reflux for 24 h under N2. Aqueous 5N NaOH (0.5 mL) and additional ethanol (1 mL) was added to the reaction mixture and it was heated at reflux for an additional 2 h. The reaction was cooled and the solvent re... Reported procedure: To a stirred mixture of 26 parts of 2-[p-(2-thenoyl)phenyl]acetonitrile, 34 parts of 1,2-dibromoethane and 1.6 parts of benzyl triethyl ammonium chloride are added dropwise 60 parts of sodium hydroxide solution 20N (exothermic reaction: temperature rises to 50° C -- cooling is necessary to keep the temperature at 50° C). Upon completion, stirring at 50° C is continued for 4 hours. The product is extracted with toluene. The organic layer is separated, washed three times with water, dried, filtere... Reactants: [OH-].[Na+] (sodium hydroxide), 26, C1(=CC=CS1)C(=O)C1=CC=C(C=C1)CC#N (2-[p-(2-thenoyl)phenyl]acetonitrile), BrCCBr (1,2-dibromoethane). The product is 12.2, C1(=CC=CS1)C(=O)C1=CC=C(C=C1)C1(CC1)C#N (1-[p-(2-thenoyl)phenyl]cyclopropanecarbonitrile). Reagents/catalysts: [Cl-].C(C1=CC=CC=C1)[N+](CC)(CC)CC (benzyl triethyl ammonium chloride). Run at temperature 50 celsius, time 4 hour. Reaction SMILES: [C:1]1([C:6]([C:8]2[CH:13]=[CH:12][C:11]([CH2:14][C:15]#[N:16])=[CH:10][CH:9]=2)=[O:7])[S:5][CH:4]=[CH:3][CH:2]=1.Br[CH2:18][CH2:19]Br.[OH-].[Na+]>[Cl-].C([N+](CC)(CC)CC)C1C=CC=CC=1>[C:1]1([C:6]([C:8]2[CH:13]=[CH:12][C:11]([C:14]3([C:15]#[N:16])[CH2:19][CH2:18]3)=[CH:10][CH:9]=2)=[O:7])[S:5][CH:4]=[CH:3][CH:2]=1 |f:2.3,4.5|. The reactants are CCOc1ccc(C(C)(C)C)cc1C1=NC(c2ccc(Cl)cc2)C(c2ccc(Cl)cc2)N1C(=O)Cl, O=C1CNCCN1. The product is CCOc1ccc(C(C)(C)C)cc1C1=NC(c2ccc(Cl)cc2)C(c2ccc(Cl)cc2)N1C(=O)N1CCNC(=O)C1. As a reaction SMILES: [C:1]([CH3:2])([CH3:3])([CH3:4])[c:5]1[cH:6][cH:7][c:8]([O:33][CH2:34][CH3:35])[c:9]([C:11]2=[N:15][CH:14]([c:16]3[cH:17][cH:18][c:19]([Cl:22])[cH:20][cH:21]3)[CH:13]([c:23]3[cH:24][cH:25][c:26]([Cl:29])[cH:27][cH:28]3)[N:12]2[C:30](=[O:31])[Cl:32])[cH:10]1.[NH:36]1[C:37](=[O:42])[CH2:38][NH:39][CH2:40][CH2:41]1>>[C:1]([CH3:2])([CH3:3])([CH3:4])[c:5]1[cH:6][cH:7][c:8]([O:33][CH2:34][CH3:35])[c:9]([C:11]2=[N:15][CH:14]([c:16]3[cH:17][cH:18][c:19]([Cl:22])[cH:20][cH:21]3)[CH:13]([c:23]3[cH:24][cH:25][c:26]([Cl:29])[cH:27][cH:28]3)[N:12]2[C:30](=[O:31])[N:39]2[CH2:38][C:37](=[O:42])[NH:36][CH2:41][CH2:40]2)[cH:10]1. As a reaction SMILES: [CH2:1]([CH3:2])[CH:3]([C:4](=[O:5])[O-:6])[CH:7]1[CH2:8][N:9]=[C:10]([c:12]2[nH:13][c:14]3[c:15]([NH:21][S:22](=[O:23])(=[O:24])[c:25]4[s:26][cH:27][cH:28][cH:29]4)[cH:16][cH:17][cH:18][c:19]3[cH:20]2)[S:11]1.[ClH:32].[K+:31].[O:33]1[CH2:34][CH2:35][CH2:36][CH2:37]1.[OH-:30]>>[CH2:3]([C:4](=[O:5])[OH:6])[CH:7]1[CH2:8][N:9]=[C:10]([c:12]2[nH:13][c:14]3[c:15]([NH:21][S:22](=[O:23])(=[O:24])[c:25]4[s:26][cH:27][cH:28][cH:29]4)[cH:16][cH:17][cH:18][c:19]3[cH:20]2)[S:11]1. The product is O=C(O)CC1CN=C(c2cc3cccc(NS(=O)(=O)c4cccs4)c3[nH]2)S1. Reactants: CCC(C(=O)[O-])C1CN=C(c2cc3cccc(NS(=O)(=O)c4cccs4)c3[nH]2)S1, Cl, [K+], C1CCOC1, [OH-]. Reactants: solid, Cl.Cl.Cl.O1CCC=2C(=NC=CC21)N2CCN(CC2)CC[C@@H]2CC[C@H](CC2)N (trans-4-{2-[4-(2,3-dihydrofuro[3,2-c]pyridin-4-yl)-piperazin-1-yl]-ethyl}-cyclohexanamine trihydrochloride), Cl.Cl.Cl.O1CCC=2C(=NC=CC21)N2CCN(CC2)CC[C@@H]2CC[C@H](CC2)N (trans-4-{2-[4-(2,3-dihydrofuro[3,2-c]pyridin-4-yl)-piperazin-1-yl]-ethyl}-cyclohexanamine trihydrochloride), O1[C@@H](COCC1)CC(=O)O ((R)-[1,4]dioxan-2-yl-acetic acid). Yields the product O1CCC=2C(=NC=CC21)N2CCN(CC2)CC[C@@H]2CC[C@H](CC2)NC(C[C@H]2OCCOC2)=O (trans-N-(4-{2-[4-(2,3-Dihydro-furo[3,2-c]pyridin-4-yl)-piperazin-1-yl]-ethyl}-cyclohexyl)-2-(R)-[1,4]dioxan-2-yl-acetamide). Reaction SMILES: Cl.Cl.Cl.[O:4]1[C:12]2[CH:11]=[CH:10][N:9]=[C:8]([N:13]3[CH2:18][CH2:17][N:16]([CH2:19][CH2:20][C@H:21]4[CH2:26][CH2:25][C@H:24]([NH2:27])[CH2:23][CH2:22]4)[CH2:15][CH2:14]3)[C:7]=2[CH2:6][CH2:5]1.[O:28]1[CH2:33][CH2:32][O:31][CH2:30][C@H:29]1[CH2:34][C:35](O)=[O:36]>>[O:4]1[C:12]2[CH:11]=[CH:10][N:9]=[C:8]([N:13]3[CH2:18][CH2:17][N:16]([CH2:19][CH2:20][C@H:21]4[CH2:26][CH2:25][C@H:24]([NH:27][C:35](=[O:36])[CH2:34][C@@H:29]5[CH2:30][O:31][CH2:32][CH2:33][O:28]5)[CH2:23][CH2:22]4)[CH2:15][CH2:14]3)[C:7]=2[CH2:6][CH2:5]1 |f:0.1.2.3|. Procedure: The title compound, white solid (92 mg, 80%), MS (ISP) m/z=459.5 [(M+H)+], mp 193.5° C., was prepared in accordance with the general method of example 32 from trans-4-{2-[4-(2,3-dihydrofuro[3,2-c]pyridin-4-yl)-piperazin-1-yl]-ethyl}-cyclohexanamine trihydrochloride (intermediate C) (110 mg, 0.25 mmol) and (R)-[1,4]dioxan-2-yl-acetic acid.